Dataset: the Open Reaction Database (ORD), a public repository of structured organic reaction records. Task: describe an organic reaction: reactants, conditions, products, and yield Procedure: To a suspension of potassium carbonate (23.49 g, 0.170 mol) in N,N-dimethylformamide (350 mL) was added indan-4-ol (7.60 g, 0.057 mol) followed by allyl bromide (8.22 g, 0.068 mol) and the reaction mixture was allowed to stir at room temperature for 12 h. The reaction mixture was diluted with water (1000 mL) to dissolve any solids and extracted with diethyl ether (3×250 mL). The combined organic layers were washed with water (4×500 mL), aqueous sodium chloride (400 mL), dried (magnesium sulfate)... Reaction SMILES: C(=O)([O-])[O-].[K+].[K+].[CH2:7]1[C:15]2[CH:14]=[CH:13][CH:12]=[C:11]([OH:16])[C:10]=2[CH2:9][CH2:8]1.[CH2:17](Br)[CH:18]=[CH2:19]>CN(C)C=O.O>[CH2:19]([O:16][C:11]1[CH:12]=[CH:13][CH:14]=[C:15]2[C:10]=1[CH2:9][CH2:8][CH2:7]2)[CH:18]=[CH2:17] |f:0.1.2|. Product: C(C=C)OC1=C2CCCC2=CC=C1 (4-(allyloxy)indane). Solvent: O (water), CN(C=O)C (N,N-dimethylformamide). Reaction conditions: time 12 hour. Starting materials: C1CCC=2C(=CC=CC12)O (indan-4-ol), C([O-])([O-])=O.[K+].[K+] (potassium carbonate), C(C=C)Br (allyl bromide).